This data is from the Open Reaction Database (ORD), a public repository of structured organic reaction records. The task is: describe an organic reaction: reactants, conditions, products, and yield Yields the product C(C)N1N=CC=2C1=NC(=C(C2NC2CCOCC2)CNC(=O)C2=CC(=CC=C2)C(=O)NCC=2C=C(C(=CC2)F)C2=CC(=CC=C2)CN2CCN(CC2)CC)CC (N-{[1,6-Diethyl-4-(tetrahydro-2H-pyran-4-ylamino)-1H-pyrazolo[3,4-b]pyridin-5-yl]methyl}-N′-({3′-[(4-ethyl-1-piperazinyl)methyl]-6-fluoro-3-biphenylyl}methyl)-1,3-benzenedicarboxamide). Procedure details: N-{[3′-(Chloromethyl)-6-fluoro-3-biphenylyl]methyl}-N′-{[1,6-diethyl-4-(tetrahydro-2H-pyran-4-ylamino)-1H-pyrazolo[3,4-b]pyridin-5-yl]methyl}-1,3-benzenedicarboxamide (0.034 g, 0.05 mmol) and 1-ethylpiperazine (0.0285 g, 0.25 mmol) were combined in THF (1 mL) and microwaved at 150° C. for 1 h. The mixture was purified using a Gilson HPLC with a TFA system followed by passing the product though a quaternary ammonium hydroxide cartridge to give the free base, the title compound, as a tan solid. LC... Solvent: C1CCOC1 (THF). The reactants are ClCC=1C=C(C=CC1)C1=CC(=CC=C1F)CNC(=O)C1=CC(=CC=C1)C(=O)NCC=1C(=C2C(=NC1CC)N(N=C2)CC)NC2CCOCC2 (N-{[3′-(Chloromethyl)-6-fluoro-3-biphenylyl]methyl}-N′-{[1,6-diethyl-4-(tetrahydro-2H-pyran-4-ylamino)-1H-pyrazolo[3,4-b]pyridin-5-yl]methyl}-1,3-benzenedicarboxamide), C(C)N1CCNCC1 (1-ethylpiperazine). As a reaction SMILES: Cl[CH2:2][C:3]1[CH:4]=[C:5]([C:9]2[C:14]([F:15])=[CH:13][CH:12]=[C:11]([CH2:16][NH:17][C:18]([C:20]3[CH:25]=[CH:24][CH:23]=[C:22]([C:26]([NH:28][CH2:29][C:30]4[C:31]([NH:43][CH:44]5[CH2:49][CH2:48][O:47][CH2:46][CH2:45]5)=[C:32]5[CH:40]=[N:39][N:38]([CH2:41][CH3:42])[C:33]5=[N:34][C:35]=4[CH2:36][CH3:37])=[O:27])[CH:21]=3)=[O:19])[CH:10]=2)[CH:6]=[CH:7][CH:8]=1.[CH2:50]([N:52]1[CH2:57][CH2:56][NH:55][CH2:54][CH2:53]1)[CH3:51]>C1COCC1>[CH2:41]([N:38]1[C:33]2=[N:34][C:35]([CH2:36][CH3:37])=[C:30]([CH2:29][NH:28][C:26]([C:22]3[CH:23]=[CH:24][CH:25]=[C:20]([C:18]([NH:17][CH2:16][C:11]4[CH:10]=[C:9]([C:5]5[CH:6]=[CH:7][CH:8]=[C:3]([CH2:2][N:55]6[CH2:56][CH2:57][N:52]([CH2:50][CH3:51])[CH2:53][CH2:54]6)[CH:4]=5)[C:14]([F:15])=[CH:13][CH:12]=4)=[O:19])[CH:21]=3)=[O:27])[C:31]([NH:43][CH:44]3[CH2:49][CH2:48][O:47][CH2:46][CH2:45]3)=[C:32]2[CH:40]=[N:39]1)[CH3:42]. Reactants: COC(C(C)(C1=CC=C(C=C1)[N+](=O)[O-])C)=O (2-Methyl-2-(4-nitro-phenyl)-propionic acid methyl ester). Reagents/catalysts: [Zn] (Zn). The solvent is C1CCOC1 (THF). Reaction conditions: time 1 hour. Yields the product COC(C(C)(C)C1=CC=C(C=C1)N)=O (2-(4-Amino-phenyl)-2-methyl-propionic Acid Methyl Ester). As a reaction SMILES: [CH3:1][O:2][C:3](=[O:16])[C:4]([CH3:15])([C:6]1[CH:11]=[CH:10][C:9]([N+:12]([O-])=O)=[CH:8][CH:7]=1)[CH3:5]>C1COCC1.[Zn]>[CH3:1][O:2][C:3](=[O:16])[C:4]([C:6]1[CH:7]=[CH:8][C:9]([NH2:12])=[CH:10][CH:11]=1)([CH3:15])[CH3:5]. Procedure details: 2-Methyl-2-(4-nitro-phenyl)-propionic acid methyl ester (2.1 g) was dissolved in THF (70 ml) and ACOH (5 ml) and Zn (10 g) were added. The mixture was stirred for 1 h and filtered through Celite®. The filtrate was rinsed with EtOAc and the organics were evaporated to a residue which was purified on silica gel chromatography (40% EtOAc/hexanes) to provide the desired compound as a yellow oil. M+H 194. The reactants are C1(=CC=CC=C1)C(N1CCN(CC1)CCOCCN1C(C2=CC=CC=C2C1=O)=O)C1=CC=CC=C1 (2-{2-[2-(4-diphenylmethyl-piperazinyl)-ethoxy]-ethyl}-isoindol-1,3-dione), O.NN (hydrazine-hydrate). The product is C1(=CC=CC=C1)C(N1CCN(CC1)CCOCCN)C1=CC=CC=C1 (2-[2-(4-diphenylmethyl-piperazin-1-yl)-ethoxy]-ethylamine). As a reaction SMILES: [C:1]1([CH:7]([C:30]2[CH:35]=[CH:34][CH:33]=[CH:32][CH:31]=2)[N:8]2[CH2:13][CH2:12][N:11]([CH2:14][CH2:15][O:16][CH2:17][CH2:18][N:19]3C(=O)C4C(=CC=CC=4)C3=O)[CH2:10][CH2:9]2)[CH:6]=[CH:5][CH:4]=[CH:3][CH:2]=1.O.NN>>[C:30]1([CH:7]([C:1]2[CH:2]=[CH:3][CH:4]=[CH:5][CH:6]=2)[N:8]2[CH2:9][CH2:10][N:11]([CH2:14][CH2:15][O:16][CH2:17][CH2:18][NH2:19])[CH2:12][CH2:13]2)[CH:31]=[CH:32][CH:33]=[CH:34][CH:35]=1 |f:1.2|. Procedure: Batch size: 27 g (55.6 mmol) 2-{2-[2-(4-diphenylmethyl-piperazinyl)-ethoxy]-ethyl}-isoindol-1,3-dione and 5.4 ml (110 mmol) hydrazine-hydrate.